This data is from the Open Reaction Database (ORD), a public repository of structured organic reaction records. The task is: describe an organic reaction: reactants, conditions, products, and yield The reactants are COC(C1=C(C=CC(=C1)C#CC1(OC2=C(CC1)C(=C(C(=C2C)C)O)C)C)O)=O (rac-5-[2-(3,4-dihydro-6-hydroxy-2,5,7,8-tetramethyl-2H-1-benzopyran-2-yl)ethynyl]-2-hydroxybenzoic acid methyl ester). Reagents/catalysts: [Pd] (palladium on carbon). Run in CO (methanol). Conditions: time 4 hour. The product is COC(C1=C(C=CC(=C1)CCC1(OC2=C(CC1)C(=C(C(=C2C)C)O)C)C)O)=O (rac-5-[2-(3,4-Dihydro-6-hydroxy-2,5,7,8-tetramethyl-2H-1-benzopyran-2-yl)ethyl]-2-hydroxybenzoic acid methyl ester). Isolated yield 70.7%. RXN SMILES: [CH3:1][O:2][C:3](=[O:28])[C:4]1[CH:9]=[C:8]([C:10]#[C:11][C:12]2([CH3:26])[CH2:17][CH2:16][C:15]3[C:18]([CH3:25])=[C:19]([OH:24])[C:20]([CH3:23])=[C:21]([CH3:22])[C:14]=3[O:13]2)[CH:7]=[CH:6][C:5]=1[OH:27]>[Pd].CO>[CH3:1][O:2][C:3](=[O:28])[C:4]1[CH:9]=[C:8]([CH2:10][CH2:11][C:12]2([CH3:26])[CH2:17][CH2:16][C:15]3[C:18]([CH3:25])=[C:19]([OH:24])[C:20]([CH3:23])=[C:21]([CH3:22])[C:14]=3[O:13]2)[CH:7]=[CH:6][C:5]=1[OH:27]. Procedure: A mixture of 0.7 g of rac-5-[2-(3,4-dihydro-6-hydroxy-2,5,7,8-tetramethyl-2H-1-benzopyran-2-yl)ethynyl]-2-hydroxybenzoic acid methyl ester, 0.2 g of 5% palladium on carbon and 20 ml of methanol was hydrogenated at atmospheric pressure for 4 hours. The catalyst was separated by filtration and the filtrate was evaporated. The residue was passed over 10 g of silica gel (70-230 mesh) using methylene chloride. The product was crystallized from ether/hexane to give 0.5 g of colorless crystals with m.p... Reactants: ClC1=C2CN(CC2=CC=C1)C(=O)O[C@@H]1C[C@H](N(C1)C(=O)OC(C)(C)C)C(=O)OC ((2S,4R)-1-tert-butyl 2-methyl 4-(4-chloroisoindoline-2-carbonyloxy)pyrrolidine-1,2-dicarboxylate), ClC1=C2CN(CC2=CC=C1)C(=O)O[C@@H]1C[C@H](N(C1)C(=O)OC(C)(C)C)C(=O)OC ((2S,4R)-1-tert-butyl 2-methyl 4-(4-chloroisoindoline-2-carbonyloxy)pyrrolidine-1,2-dicarboxylate), O[Li].O (LiOH—H2O). Solvent: C1CCOC1.CO.O (THF MeOH water). Run at time 8 hour. Product: C(C)(C)(C)OC(=O)N1[C@@H](C[C@H](C1)OC(=O)N1CC2=CC=CC(=C2C1)Cl)C(=O)O ((2S,4R)-1-(tert-butoxycarbonyl)-4-(4-chloroisoindoline-2-carbonyloxy)pyrrolidine-2-carboxylic acid). Reaction SMILES: [Cl:1][C:2]1[CH:10]=[CH:9][CH:8]=[C:7]2[C:3]=1[CH2:4][N:5]([C:11]([O:13][C@H:14]1[CH2:18][N:17]([C:19]([O:21][C:22]([CH3:25])([CH3:24])[CH3:23])=[O:20])[C@H:16]([C:26]([O:28]C)=[O:27])[CH2:15]1)=[O:12])[CH2:6]2.O[Li].O>C1COCC1.CO.O>[C:22]([O:21][C:19]([N:17]1[CH2:18][C@H:14]([O:13][C:11]([N:5]2[CH2:4][C:3]3[C:7](=[CH:8][CH:9]=[CH:10][C:2]=3[Cl:1])[CH2:6]2)=[O:12])[CH2:15][C@H:16]1[C:26]([OH:28])=[O:27])=[O:20])([CH3:25])([CH3:23])[CH3:24] |f:1.2,3.4.5|. Reported procedure: This ester product, (2S,4R)-1-tert-butyl 2-methyl 4-(4-chloroisoindoline-2-carbonyloxy)pyrrolidine-1,2-dicarboxylate (0.78 g, 1.8 mmol) was then dissolved in a mixture of solvent THF:MeOH:water 2:2:1 (v/v) (5.4 mL), followed by addition of LiOH—H2O (0.15 g, 3.7 mmol). After stirring at rt for overnight, the reaction was concentrated to near dryness. The resulting solid residue was re-dissolved in water (40 mL) and washed with ether (2×30 mL). The aqueous layer was acidified with 1N HCl to pH ˜2 ... Starting materials: [Br-].C(CCCCCCCCCCCCCCC)[P+](C1=CC=CC=C1)(C1=CC=CC=C1)C1=CC=CC=C1 (hexadecyltriphenylphosphonium bromide), C(C)O (ethanol), C1(=CC=CC=C1)[B-](C1=CC=CC=C1)(C1=CC=CC=C1)C1=CC=CC=C1.C[N+](C)(C)C (tetramethylammonium tetraphenylborate). Run in O (water). Product: C1(=CC=CC=C1)[B-](C1=CC=CC=C1)(C1=CC=CC=C1)C1=CC=CC=C1.C(CCCCCCCCCCCCCCC)[P+](C1=CC=CC=C1)(C1=CC=CC=C1)C1=CC=CC=C1 (hexadecyltriphenylphosphonium tetraphenyl borate). Yield: 56.3%. RXN SMILES: [Br-].[CH2:2]([P+:18]([C:31]1[CH:36]=[CH:35][CH:34]=[CH:33][CH:32]=1)([C:25]1[CH:30]=[CH:29][CH:28]=[CH:27][CH:26]=1)[C:19]1[CH:24]=[CH:23][CH:22]=[CH:21][CH:20]=1)[CH2:3][CH2:4][CH2:5][CH2:6][CH2:7][CH2:8][CH2:9][CH2:10][CH2:11][CH2:12][CH2:13][CH2:14][CH2:15][CH2:16][CH3:17].C(O)C.[C:40]1([B-:46]([C:59]2[CH:64]=[CH:63][CH:62]=[CH:61][CH:60]=2)([C:53]2[CH:58]=[CH:57][CH:56]=[CH:55][CH:54]=2)[C:47]2[CH:52]=[CH:51][CH:50]=[CH:49][CH:48]=2)[CH:45]=[CH:44][CH:43]=[CH:42][CH:41]=1.C[N+](C)(C)C>O>[C:59]1([B-:46]([C:40]2[CH:41]=[CH:42][CH:43]=[CH:44][CH:45]=2)([C:47]2[CH:48]=[CH:49][CH:50]=[CH:51][CH:52]=2)[C:53]2[CH:58]=[CH:57][CH:56]=[CH:55][CH:54]=2)[CH:60]=[CH:61][CH:62]=[CH:63][CH:64]=1.[CH2:2]([P+:18]([C:31]1[CH:36]=[CH:35][CH:34]=[CH:33][CH:32]=1)([C:25]1[CH:26]=[CH:27][CH:28]=[CH:29][CH:30]=1)[C:19]1[CH:24]=[CH:23][CH:22]=[CH:21][CH:20]=1)[CH2:3][CH2:4][CH2:5][CH2:6][CH2:7][CH2:8][CH2:9][CH2:10][CH2:11][CH2:12][CH2:13][CH2:14][CH2:15][CH2:16][CH3:17] |f:0.1,3.4,6.7|. Procedure: In a 200 ml flask equipped with a stirrer and a calcium chloride dryer tube were charged 2.0 g of hexadecyltriphenylphosphonium bromide synthesized in Synthetic example 37 and 40 ml of ethanol, and then, 1.6 g of tetramethylammonium tetraphenylborate synthesized in Synthetic example 38 was added to the mixture. After refluxing the mixture for 14 minutes, 80 ml of distilled water was added to the reaction mixture, and precipitated crystals were collected by filtration under reduced pressure. The ... The reactants are O1COC2=C1C=CC=C2C(CCC(=O)[O-])O.[Na+] (sodium (RS)-4-(benzo[1,3]dioxol-4-yl)-4-hydroxybutanoate), [H-].[Na+] (sodium hydride), FC1=C(C#N)C=CC(=C1)OCC=1C=NC=CC1 (2-fluoro-4-(3-pyridylmethoxy)benzonitrile). The solvent is O1CCCC1 (tetrahydrofuran). Reaction conditions: temperature 57.5 celsius. Yields the product O1COC2=C1C=CC=C2C(CCC(=O)O)OC2=C(C=CC(=C2)OCC=2C=NC=CC2)C#N ((RS)-4-(benzo[1,3]dioxol-4-yl)-4-[2-cyano-5-(3-pyridylmethoxy)phenoxy]butanoic acid). Yield: 39.5%. As a reaction SMILES: [O:1]1[C:5]2[CH:6]=[CH:7][CH:8]=[C:9]([CH:10]([OH:16])[CH2:11][CH2:12][C:13]([O-:15])=[O:14])[C:4]=2[O:3][CH2:2]1.[Na+].[H-].[Na+].F[C:21]1[CH:28]=[C:27]([O:29][CH2:30][C:31]2[CH:32]=[N:33][CH:34]=[CH:35][CH:36]=2)[CH:26]=[CH:25][C:22]=1[C:23]#[N:24]>O1CCCC1>[O:1]1[C:5]2[CH:6]=[CH:7][CH:8]=[C:9]([CH:10]([O:16][C:25]3[CH:26]=[C:27]([O:29][CH2:30][C:31]4[CH:32]=[N:33][CH:34]=[CH:35][CH:36]=4)[CH:28]=[CH:21][C:22]=3[C:23]#[N:24])[CH2:11][CH2:12][C:13]([OH:15])=[O:14])[C:4]=2[O:3][CH2:2]1 |f:0.1,2.3|. Procedure: A solution of sodium (RS)-4-(benzo[1,3]dioxol-4-yl)-4-hydroxybutanoate (1.23 g) is added to a stirred suspension of sodium hydride (0.6 g, 60% dispersion in mineral oil) in tetrahydrofuran (50 mL). The mixture is stirred at room temperature for 1.5 hours when 2-fluoro-4-(3-pyridylmethoxy)benzonitrile (1.07 g) is added in one portion. The reaction mixture is heated at 55-60° C. for 18 hours and evaporated. The residue is dissolved in water (100 mL), the solution acidified to pH 2 with 1 N hydroch... Starting materials: [Br-], O=C1CCc2ccccc21. Yields the product O=C1c2ccccc2CC1Br. RXN SMILES: [Br-:11].[C:1]1(=[O:10])[CH2:2][CH2:3][c:4]2[cH:5][cH:6][cH:7][cH:8][c:9]21>>[C:1]1(=[O:10])[CH:2]([Br:11])[CH2:3][c:4]2[cH:5][cH:6][cH:7][cH:8][c:9]21.